This data is from the Open Reaction Database (ORD), a public repository of structured organic reaction records. The task is: describe an organic reaction: reactants, conditions, products, and yield Reactants: FC=1C=CC(=C(C1)N=C=S)N1CCOCC1 (5-fluoro-2-morpholinophenyl isothiocyanate), N (ammonia). Product: FC=1C=CC(=C(C1)NC(=S)N)N1CCOCC1 (1-(5-fluoro-2-morpholinophenyl)thiourea). RXN SMILES: [F:1][C:2]1[CH:3]=[CH:4][C:5]([N:11]2[CH2:16][CH2:15][O:14][CH2:13][CH2:12]2)=[C:6]([N:8]=[C:9]=[S:10])[CH:7]=1.[NH3:17]>>[F:1][C:2]1[CH:3]=[CH:4][C:5]([N:11]2[CH2:16][CH2:15][O:14][CH2:13][CH2:12]2)=[C:6]([NH:8][C:9]([NH2:17])=[S:10])[CH:7]=1. Reported procedure: Reaction of 5-fluoro-2-morpholinophenyl isothiocyanate (5.8 g) with 33% ethanolic ammonia solution (30 ml) at room temperature for 3 hours gave 1-(5-fluoro-2-morpholinophenyl)thiourea as a white solid (m.p. 195-196). Reactants: OCC1COc2ccc(Br)cc2O1, CS(=O)[O-], CS(C)=O, CCOC(C)=O, [Cu]I, [Na+], [Na+], [OH-], O, O=C(O)C1CCCN1. Yields the product CS(=O)(=O)c1ccc2c(c1)OC(CO)CO2. Reaction SMILES: [Br:1][c:2]1[cH:3][cH:4][c:5]2[c:6]([cH:13]1)[O:7][CH:8]([CH2:11][OH:12])[CH2:9][O:10]2.[CH3:14][S:15](=[O:16])[O-:17].[CH3:29][S:30]([CH3:31])=[O:32].[CH3:35][CH2:36][O:37][C:38]([CH3:39])=[O:40].[Cu:33][I:34].[Na+:18].[Na+:28].[OH-:27].[OH2:41].[OH:19][C:20]([CH:21]1[NH:22][CH2:23][CH2:24][CH2:25]1)=[O:26]>>[c:2]1([S:15]([CH3:14])(=[O:16])=[O:17])[cH:3][cH:4][c:5]2[c:6]([cH:13]1)[O:7][CH:8]([CH2:11][OH:12])[CH2:9][O:10]2. Reactants: CCO, O=C1c2ccccc2C(=O)N1Cc1cccc(C2(C(F)(F)F)NN2)c1, NN, O. Product: NCc1cccc(C2(C(F)(F)F)NN2)c1. Reaction SMILES: [CH3:29][CH2:30][OH:31].[F:1][C:2]([C:3]1([c:6]2[cH:7][c:8]([CH2:9][N:10]3[C:11](=[O:12])[c:13]4[c:14]([cH:15][cH:16][cH:17][cH:18]4)[C:19]3=[O:20])[cH:21][cH:22][cH:23]2)[NH:4][NH:5]1)([F:24])[F:25].[NH2:27][NH2:28].[OH2:26]>>[F:1][C:2]([C:3]1([c:6]2[cH:7][c:8]([CH2:9][NH2:10])[cH:21][cH:22][cH:23]2)[NH:4][NH:5]1)([F:24])[F:25]. The reactants are C(C)(=O)C1=CC2=C(S1)C=CC=C2C2=C(C(=CC(=C2)C(C)(C)C)C(C)(C)C)OCOC (2-acetyl-4-(2-methoxymethoxy-3,5-di-tert-butylphenyl)benzo[b]thiophene), Cl (HCl). Run in C1CCOC1 (THF). Reaction conditions: temperature 50 celsius. The product is C(C)(=O)C1=CC2=C(S1)C=CC=C2C2=C(C(=CC(=C2)C(C)(C)C)C(C)(C)C)O (2-Acetyl-4-(2-hydroxy-3,5-di-tert-butylphenyl) benzo[b]thiophene). Reaction SMILES: [C:1]([C:4]1[S:8][C:7]2[CH:9]=[CH:10][CH:11]=[C:12]([C:13]3[CH:18]=[C:17]([C:19]([CH3:22])([CH3:21])[CH3:20])[CH:16]=[C:15]([C:23]([CH3:26])([CH3:25])[CH3:24])[C:14]=3[O:27]COC)[C:6]=2[CH:5]=1)(=[O:3])[CH3:2].Cl>C1COCC1>[C:1]([C:4]1[S:8][C:7]2[CH:9]=[CH:10][CH:11]=[C:12]([C:13]3[CH:18]=[C:17]([C:19]([CH3:21])([CH3:20])[CH3:22])[CH:16]=[C:15]([C:23]([CH3:26])([CH3:25])[CH3:24])[C:14]=3[OH:27])[C:6]=2[CH:5]=1)(=[O:3])[CH3:2]. Procedure: A slurry of 365 mg (0.859 mmol) of 2-acetyl-4-(2-methoxymethoxy-3,5-di-tert-butylphenyl)benzo[b]thiophene into a mixture of 5 mL of THF and 5 mL of aqueous 6N HCl was heated to 50° C. overnight. After cooling, the THF was evaporated and the aqueous solution was extracted with ethyl acetate. The organic layer was dried over MgSO4 and evaporated under reduced pressure. The crude 2-acetyl-4-(2-hydroxy-3,5-di-tert-butylphenyl)benzo[b]thiophene was directly used in the next step. 1H-NMR (CDCl3), δ: 7... Reactants: BrC=1C=C(C(=O)NC2=C(C=CC=C2C)O)C=CC1Cl (3-bromo-4-chloro-N-(2-hydroxy-6-methyl-phenyl)-benzamide), BrCCCC(=O)OC(C)(C)C (t-butyl 4-bromobutyrate), C(=O)([O-])[O-].[K+].[K+] (K2CO3). Run in CN(C)C=O (DMF). Yields the product C(C)(C)(C)OC(CCCOC1=C(C(=CC=C1)C)NC(C1=CC(=C(C=C1)Cl)Br)=O)=O (4-[2-(3-bromo-4-chloro-benzoylamino)-3-methyl-phenoxy]-butyric acid tert-butyl ester). Isolated yield 63.6%. RXN SMILES: [Br:1][C:2]1[CH:3]=[C:4]([CH:16]=[CH:17][C:18]=1[Cl:19])[C:5]([NH:7][C:8]1[C:13]([CH3:14])=[CH:12][CH:11]=[CH:10][C:9]=1[OH:15])=[O:6].Br[CH2:21][CH2:22][CH2:23][C:24]([O:26][C:27]([CH3:30])([CH3:29])[CH3:28])=[O:25].C([O-])([O-])=O.[K+].[K+]>CN(C=O)C>[C:27]([O:26][C:24](=[O:25])[CH2:23][CH2:22][CH2:21][O:15][C:9]1[CH:10]=[CH:11][CH:12]=[C:13]([CH3:14])[C:8]=1[NH:7][C:5](=[O:6])[C:4]1[CH:16]=[CH:17][C:18]([Cl:19])=[C:2]([Br:1])[CH:3]=1)([CH3:30])([CH3:29])[CH3:28] |f:2.3.4|. Reported procedure: A mixture of 3-bromo-4-chloro-N-(2-hydroxy-6-methyl-phenyl)-benzamide (11.3 g, 33.2 mmol), t-butyl 4-bromobutyrate (8.2 g, 36.6 mmol) and K2CO3 (9.2 g, 66.5 mmol) was heated in DMF (100 mL) at 60° C. for 14 hrs. The mixture was then concentrated to remove DMF and partitioned between ethyl acetate and water. The organic layer was separated and washed with water and brine, dried over MgSO4, then purified by silica gel column chromatography eluting with ethyl acetate/hexane (1/4) to yield a red sol... Reactants: [Al+3], CC#N, CCOC(=O)CC(c1c(F)cc(Cl)cc1F)c1c[nH]c2c(CSC)cccc12, [H-], [H-], [H-], [H-], [Li+], C1CCOC1, O. The product is CSCc1cccc2c(C(CCO)c3c(F)cc(Cl)cc3F)c[nH]c12. As a reaction SMILES: [Al+3:30].[CH3:36][C:37]#[N:38].[Cl:1][c:2]1[cH:3][c:4]([F:28])[c:5]([CH:9]([CH2:10][C:11](=[O:12])[O:13][CH2:14][CH3:15])[c:16]2[cH:17][nH:18][c:19]3[c:20]([CH2:25][S:26][CH3:27])[cH:21][cH:22][cH:23][c:24]23)[c:6]([F:8])[cH:7]1.[H-:29].[H-:32].[H-:33].[H-:34].[Li+:31].[O:39]1[CH2:40][CH2:41][CH2:42][CH2:43]1.[OH2:35]>>[Cl:1][c:2]1[cH:3][c:4]([F:28])[c:5]([CH:9]([CH2:10][CH2:11][OH:12])[c:16]2[cH:17][nH:18][c:19]3[c:20]([CH2:25][S:26][CH3:27])[cH:21][cH:22][cH:23][c:24]23)[c:6]([F:8])[cH:7]1.